Dataset: the Open Reaction Database (ORD), a public repository of structured organic reaction records. Task: describe an organic reaction: reactants, conditions, products, and yield The reactants are O (Water), Cl (HCl), ClCl (Chlorine), CSCC1=C(N)C(=CC=C1)C(F)(F)F (2-(methylthiomethyl)-6-(trifluoromethyl) aniline), Cl (HCl). Run in C(CCl)Cl (ethylene dichloride). Run at temperature 60 celsius. The product is [Cl-].ClCC1=C([NH3+])C(=CC=C1)C(F)(F)F (2-(chloromethyl)-6-(trifluoromethyl) anilinium chloride). Yield: 92.7%. RXN SMILES: [Cl:1]Cl.CS[CH2:5][C:6]1[CH:12]=[CH:11][CH:10]=[C:9]([C:13]([F:16])([F:15])[F:14])[C:7]=1[NH2:8].[ClH:17].O>C(Cl)CCl>[Cl-:1].[Cl:17][CH2:5][C:6]1[CH:12]=[CH:11][CH:10]=[C:9]([C:13]([F:14])([F:15])[F:16])[C:7]=1[NH3+:8] |f:5.6|. Procedure: Chlorine (76.0 grams, 1.07 mol) was bubbled into a mechanically stirred solution of 221.0 grams (1.00 mol) of 2-(methylthiomethyl)-6-(trifluoromethyl) aniline in 2 liters of ethylene dichloride over 60 minutes while maintaining the reaction temperature below 20° C. The mixture was then heated to 60° C. while maintaining a steady stream of HCl bubbling through. Water (25 ml, 1.4 mol) was added and the HCl treatment was maintained at 60° C. for 15 minutes at which point a clear solution was obtain... Starting materials: N (ammonia), COC1=C(C(=C(C#N)C(=C1F)F)F)F (4-methoxy-2,3,5,6-tetrafluorobenzonitrile). Run in liquid. Conditions: time 8 hour. Yields the product NC1=C(C#N)C(=C(C(=C1F)OC)F)F (2-amino-4-methoxy-3,5,6-trifluorobenzonitrile). As a reaction SMILES: [NH3:1].[CH3:2][O:3][C:4]1[C:11]([F:12])=[C:10](F)[C:7]([C:8]#[N:9])=[C:6]([F:14])[C:5]=1[F:15]>>[NH2:1][C:10]1[C:11]([F:12])=[C:4]([O:3][CH3:2])[C:5]([F:15])=[C:6]([F:14])[C:7]=1[C:8]#[N:9]. Procedure: 150 ml of liquid ammonia and 100.0 g (0.49 mole) of 4-methoxy-2,3,5,6-tetrafluorobenzonitrile (XIX) [prepared as described in Step (E1) above] were placed in an autoclave, and the mixture was allowed to stand at room temperature overnight. The ammonia was then evaporated off, and the solid obtained was washed with water to afford 84.4 g of 2-amino-4-methoxy-3,5,6-trifluorobenzonitrile (XX) as a colorless powder. Starting materials: ClC1=CC=C(C=C1)C1(CCC1)C(=O)O (1-(4-chlorophenyl) cyclobutanecarboxylic acid), NCCCN1CCC(CC1)C=1C=C(C=CC1)NC(CCC)=O (N-{3-[1-(3-aminopropyl)-4-piperidinyl]phenyl}butanamide). Product: C(CCC)(=O)NC=1C=C(C=CC1)C1CCN(CC1)CCCNC(=O)C1(CCC1)C1=CC=C(C=C1)Cl (N-(3-{4-[3-(BUTYRYLAMINO)PHENYL]-1-PIPERIDINYL}PROPYL)-1-(4-CHLOROPHENYL) CYCLOBUTANECARBOXAMIDE). RXN SMILES: [Cl:1][C:2]1[CH:7]=[CH:6][C:5]([C:8]2([C:12]([OH:14])=O)[CH2:11][CH2:10][CH2:9]2)=[CH:4][CH:3]=1.[NH2:15][CH2:16][CH2:17][CH2:18][N:19]1[CH2:24][CH2:23][CH:22]([C:25]2[CH:26]=[C:27]([NH:31][C:32](=[O:36])[CH2:33][CH2:34][CH3:35])[CH:28]=[CH:29][CH:30]=2)[CH2:21][CH2:20]1>>[C:32]([NH:31][C:27]1[CH:26]=[C:25]([CH:22]2[CH2:23][CH2:24][N:19]([CH2:18][CH2:17][CH2:16][NH:15][C:12]([C:8]3([C:5]4[CH:4]=[CH:3][C:2]([Cl:1])=[CH:7][CH:6]=4)[CH2:9][CH2:10][CH2:11]3)=[O:14])[CH2:20][CH2:21]2)[CH:30]=[CH:29][CH:28]=1)(=[O:36])[CH2:33][CH2:34][CH3:35]. Procedure details: Example 106 was prepared from 1-(4-chlorophenyl) cyclobutanecarboxylic acid and N-{3-[1-(3-aminopropyl)-4-piperidinyl]phenyl}butanamide according to the procedures described in Scheme 10: 1H NMR (400 MHz, CDCl3) δ 7.53 (s, 2H), 7.32–7.23 (m, 6H), 6.95 (d, 1H, J=7.6 Hz), 6.53 (br s, 1H), 3.29 (dd, 2H, J=6.0, 12.4 Hz), 2.93 (d, 2H, J=10.8 Hz), 2.86–2.79 (m, 2H), 2.48–2.41 (m, 3H), 2.37–2.30 (m, 4H), 2.07 (m, 1H), 1.98–1.61 (m, 11H), 1.01 (t, 3H, J=7.6 Hz); ESMS m/e: 496.3 (M+H)+. RXN SMILES: [CH3:1][CH:2]([C:3](=[O:4])[NH:5][c:6]1[cH:7][c:8]([CH:12]2[CH2:13][CH2:14][N:15]([CH2:18][CH2:19][CH2:20][CH2:21][C:22](=[O:23])[c:24]3[cH:25][cH:26][c:27]([N+:30](=[O:31])[O-:32])[cH:28][cH:29]3)[CH2:16][CH2:17]2)[cH:9][cH:10][cH:11]1)[CH3:33].[ClH:34].[F:35][C:36]([O:37][c:38]1[cH:39][cH:40][c:41]([NH:44][NH2:45])[cH:42][cH:43]1)([F:46])[F:47]>>[CH3:1][CH:2]([C:3](=[O:4])[NH:5][c:6]1[cH:7][c:8]([CH:12]2[CH2:13][CH2:14][N:15]([CH2:18][CH2:19][CH2:20][CH2:21][C:22]([c:24]3[cH:25][cH:26][c:27]([N+:30](=[O:31])[O-:32])[cH:28][cH:29]3)=[N:45][NH:44][c:41]3[cH:40][cH:39][c:38]([O:37][C:36]([F:35])([F:46])[F:47])[cH:43][cH:42]3)[CH2:16][CH2:17]2)[cH:9][cH:10][cH:11]1)[CH3:33]. The reactants are CC(C)C(=O)Nc1cccc(C2CCN(CCCCC(=O)c3ccc([N+](=O)[O-])cc3)CC2)c1, Cl, NNc1ccc(OC(F)(F)F)cc1. Yields the product CC(C)C(=O)Nc1cccc(C2CCN(CCCCC(=NNc3ccc(OC(F)(F)F)cc3)c3ccc([N+](=O)[O-])cc3)CC2)c1. The reactants are COC(=O)c1c(-c2nc3ccccn3c2Cc2c[nH]c3cccc(C)c23)ccc2ccccc12, CN(C)C=O, OCC1CO1, [H-], [Na+], O. Product: COC(=O)c1c(-c2nc3ccccn3c2Cc2cn(CC(O)CO)c3cccc(C)c23)ccc2ccccc12. Reaction SMILES: [CH3:3][c:4]1[c:5]2[c:6]([CH2:13][c:14]3[c:15](-[c:23]4[c:24]([C:33](=[O:34])[O:35][CH3:36])[c:25]5[cH:26][cH:27][cH:28][cH:29][c:30]5[cH:31][cH:32]4)[n:16][c:17]4[n:18]3[cH:19][cH:20][cH:21][cH:22]4)[cH:7][nH:8][c:9]2[cH:10][cH:11][cH:12]1.[CH3:43][N:44]([CH3:45])[CH:46]=[O:47].[CH:37]1([CH2:38][OH:39])[CH2:40][O:41]1.[H-:1].[Na+:2].[OH2:42]>>[CH3:3][c:4]1[c:5]2[c:6]([CH2:13][c:14]3[c:15](-[c:23]4[c:24]([C:33](=[O:34])[O:35][CH3:36])[c:25]5[cH:26][cH:27][cH:28][cH:29][c:30]5[cH:31][cH:32]4)[n:16][c:17]4[n:18]3[cH:19][cH:20][cH:21][cH:22]4)[cH:7][n:8]([CH2:40][CH:37]([CH2:38][OH:39])[OH:41])[c:9]2[cH:10][cH:11][cH:12]1. Starting materials: O1CCNCCOC2=C1C=CC(=C2)NS(=O)(=O)C (N-(3,4,5,6-tetrahydro-2H-1,7,4-benzodioxazonin-9-yl)methanesulfonamide), C1(CC1)C=O (cyclopropanecarboxaldehyde), [BH3-]C#N.[Na+] (NaBH3CN). The product is C1(CC1)CN1CCOC2=C(OCC1)C=CC(=C2)NS(=O)(=O)C (N-[4-(Cyclopropylmethyl)-3,4,5,6-tetrahydro-2H-1,7,4-benzodioxazonin-9-yl]methanesulfonamide). RXN SMILES: [O:1]1[C:9]2[CH:10]=[CH:11][C:12]([NH:14][S:15]([CH3:18])(=[O:17])=[O:16])=[CH:13][C:8]=2[O:7][CH2:6][CH2:5][NH:4][CH2:3][CH2:2]1.[CH:19]1([CH:22]=O)[CH2:21][CH2:20]1.[BH3-]C#N.[Na+]>>[CH:19]1([CH2:22][N:4]2[CH2:3][CH2:2][O:1][C:9]3[CH:10]=[CH:11][C:12]([NH:14][S:15]([CH3:18])(=[O:17])=[O:16])=[CH:13][C:8]=3[O:7][CH2:6][CH2:5]2)[CH2:21][CH2:20]1 |f:2.3|. Reported procedure: In a manner similar to example 4, react N-(3,4,5,6-tetrahydro-2H-1,7,4-benzodioxazonin-9-yl)methanesulfonamide with cyclopropanecarboxaldehyde and NaBH3CN to obtain the title compound. The reactants are CC(=O)OO, CCN1CCN(C(=O)NC(C(=O)NC2(SC)C(=O)NC2C)c2ccccc2)C(=O)C1=O, CC(=O)O, C1COCCO1. Product: CCN1CCN(C(=O)NC(C(=O)NC2(S(C)=O)C(=O)NC2C)c2ccccc2)C(=O)C1=O. Reaction SMILES: [C:32]([O:33][OH:35])(=[O:34])[CH3:36].[CH2:1]([CH3:2])[N:3]1[C:4](=[O:31])[C:5](=[O:30])[N:6]([C:9](=[O:10])[NH:11][CH:12]([C:13](=[O:14])[NH:15][C:16]2([S:22][CH3:23])[C:17](=[O:21])[NH:18][CH:19]2[CH3:20])[c:24]2[cH:25][cH:26][cH:27][cH:28][cH:29]2)[CH2:7][CH2:8]1.[CH3:43][C:44](=[O:45])[OH:46].[O:37]1[CH2:38][CH2:39][O:40][CH2:41][CH2:42]1>>[CH2:1]([CH3:2])[N:3]1[C:4](=[O:31])[C:5](=[O:30])[N:6]([C:9](=[O:10])[NH:11][CH:12]([C:13](=[O:14])[NH:15][C:16]2([S:22]([CH3:23])=[O:34])[C:17](=[O:21])[NH:18][CH:19]2[CH3:20])[c:24]2[cH:25][cH:26][cH:27][cH:28][cH:29]2)[CH2:7][CH2:8]1.